Dataset: the Open Reaction Database (ORD), a public repository of structured organic reaction records. Task: describe an organic reaction: reactants, conditions, products, and yield Starting materials: CO, COC(=O)C1C(O)CCN1C(=O)CCl, N. Yields the product O=C1NCC(=O)N2CCC(O)C12. Reaction SMILES: [CH3:16][OH:17].[Cl:1][CH2:2][C:3](=[O:4])[N:5]1[CH:6]([C:7](=[O:8])[O:9][CH3:10])[CH:11]([OH:14])[CH2:12][CH2:13]1.[NH3:15]>>[CH2:2]1[C:3](=[O:4])[N:5]2[CH:6]([C:7](=[O:8])[NH:15]1)[CH:11]([OH:14])[CH2:12][CH2:13]2. As a reaction SMILES: [Cl:1][C:2]1[N:7]=[CH:6][C:5]([S:8]([N:11]([CH2:22][C:23](=O)[C:24]#[C:25][CH3:26])[CH2:12][CH2:13][NH:14]C(=O)OC(C)(C)C)(=[O:10])=[O:9])=[CH:4][CH:3]=1.C(O)(C(F)(F)F)=O.C(O[BH-](OC(=O)C)OC(=O)C)(=O)C.[Na+].CO>C(Cl)Cl>[Cl:1][C:2]1[N:7]=[CH:6][C:5]([S:8]([N:11]2[CH2:12][CH2:13][NH:14][CH:23]([C:24]#[C:25][CH3:26])[CH2:22]2)(=[O:10])=[O:9])=[CH:4][CH:3]=1 |f:2.3|. Conditions: time 20 minute. Yields the product ClC1=CC=C(C=N1)S(=O)(=O)N1CC(NCC1)C#CC (1-((6-chloro-3-pyridinyl)sulfonyl)-3-(1-propyn-1-yl)piperazine). Yield: 54.2%. Procedure: To a solution of tert-butyl (2-(((6-chloro-3-pyridinyl)sulfonyl)(2-oxo-3-pentyn-1-yl)amino)ethyl)carbamate (1.0 g, 2.40 mmol) in CH2Cl2 (40 mL) at 0° C. was added TFA (4.0 mL, 51.9 mmol). After 20 min, additional TFA (4.0 mL, 51.9 mmol) was added and the cooling bath was removed. After 50 min at room temperature, solid sodium triacetoxyborohydride (2.1 g, 9.91 mmol) was added. The mixture was stirred at room temperature for 20 min then MeOH (5 mL) was added. The mixture was concentrated to about... Reactants: C(C)(=O)O[BH-](OC(C)=O)OC(C)=O.[Na+] (sodium triacetoxyborohydride), CO (MeOH), ClC1=CC=C(C=N1)S(=O)(=O)N(CCNC(OC(C)(C)C)=O)CC(C#CC)=O (tert-butyl (2-(((6-chloro-3-pyridinyl)sulfonyl)(2-oxo-3-pentyn-1-yl)amino)ethyl)carbamate), C(=O)(C(F)(F)F)O (TFA), C(=O)(C(F)(F)F)O (TFA). The solvent is C(Cl)Cl (CH2Cl2). Reactants: ClC=1N=C(C2=C(N1)C=CC(=N2)CN2CC(C2)C2CCOCC2)N2CCOCC2 (4-(2-chloro-6-((3-(tetrahydro-2H-pyran-4-yl)azetidin-1-yl)methyl)pyrido[3,2-d]pyrimidin-4-yl)morpholine), C(C)(C)C1=NC2=C(N1)C=CC=C2 (2-isopropyl-1H-benzo[d]imidazole). Product: C(C)(C)C1=NC2=C(N1C=1N=C(C3=C(N1)C=CC(=N3)CN3CC(C3)C3CCOCC3)N3CCOCC3)C=CC=C2 (4-(2-(2-isopropyl-1H-benzo[d]imidazol-1-yl)-6-((3-(tetrahydro-2H-pyran-4-yl)azetidin-1-yl)methyl)pyrido[3,2-d]pyrimidin-4-yl)morpholine). Reaction SMILES: Cl[C:2]1[N:3]=[C:4]([N:23]2[CH2:28][CH2:27][O:26][CH2:25][CH2:24]2)[C:5]2[N:11]=[C:10]([CH2:12][N:13]3[CH2:16][CH:15]([CH:17]4[CH2:22][CH2:21][O:20][CH2:19][CH2:18]4)[CH2:14]3)[CH:9]=[CH:8][C:6]=2[N:7]=1.[CH:29]([C:32]1[NH:36][C:35]2[CH:37]=[CH:38][CH:39]=[CH:40][C:34]=2[N:33]=1)([CH3:31])[CH3:30]>>[CH:29]([C:32]1[N:33]([C:2]2[N:3]=[C:4]([N:23]3[CH2:24][CH2:25][O:26][CH2:27][CH2:28]3)[C:5]3[N:11]=[C:10]([CH2:12][N:13]4[CH2:16][CH:15]([CH:17]5[CH2:18][CH2:19][O:20][CH2:21][CH2:22]5)[CH2:14]4)[CH:9]=[CH:8][C:6]=3[N:7]=2)[C:34]2[CH:40]=[CH:39][CH:38]=[CH:37][C:35]=2[N:36]=1)([CH3:31])[CH3:30]. Reported procedure: 4-(2-chloro-6-((3-(tetrahydro-2H-pyran-4-yl)azetidin-1-yl)methyl)pyrido[3,2-d]pyrimidin-4-yl)morpholine from Example 111 (0.1 g) was reacted with 2-isopropyl-1H-benzo[d]imidazole via General Procedure C to produce 10.2 mg of 113 following reverse phase HPLC purification. MS (Q1) 528.3 (M)+ Starting materials: C(C)OC(=O)C=1C2=C(C(=NC1C)OCC)N=NN2CC (4-ethoxy-1-ethyl-6-methyl-1H-1,2,3-triazolo[4,5-c]pyridine-7-carboxylic acid ethyl ester), [OH-].[Na+] (sodium hydroxide). Product: C(C)OC1=NC(=C(C2=C1N=NN2CC)C(=O)O)C (4-ethoxy-1-ethyl-6-methyl-1H-1,2,3-triazolo[4,5-c]pyridine-7-carboxylic acid). As a reaction SMILES: C([O:3][C:4]([C:6]1[C:7]2[N:18]([CH2:19][CH3:20])[N:17]=[N:16][C:8]=2[C:9]([O:13][CH2:14][CH3:15])=[N:10][C:11]=1[CH3:12])=[O:5])C.[OH-].[Na+]>>[CH2:14]([O:13][C:9]1[C:8]2[N:16]=[N:17][N:18]([CH2:19][CH3:20])[C:7]=2[C:6]([C:4]([OH:5])=[O:3])=[C:11]([CH3:12])[N:10]=1)[CH3:15] |f:1.2|. Procedure details: 20 g. of 4-ethoxy-1-ethyl-6-methyl-1H-1,2,3-triazolo[4,5-c]pyridine-7-carboxylic acid ethyl ester are hydrolyzed with aqueous sodium hydroxide to obtain 4-ethoxy-1-ethyl-6-methyl-1H-1,2,3-triazolo[4,5-c]pyridine-7-carboxylic acid. The reactants are C1CCNC1, ClCCCl, CCN(C(C)C)C(C)C, O=C(O)CC12CC(=O)Nc3cccc(c31)N(Cc1ccc3cc4c(cc3n1)CC1(C4)C(=O)Nc3ncccc31)C2, CN(C)C=O, On1nnc2ccccc21. The product is O=C1CC2(CC(=O)N3CCCC3)CN(Cc3ccc4cc5c(cc4n3)CC3(C5)C(=O)Nc4ncccc43)c3cccc(c32)N1. As a reaction SMILES: [CH2:41]1[CH2:42][CH2:43][NH:44][CH2:45]1.[CH2:46]([Cl:47])[CH2:48][Cl:49].[CH:60]([N:61]([CH2:62][CH3:63])[CH:64]([CH3:65])[CH3:66])([CH3:67])[CH3:68].[O:1]=[C:2]1[NH:3][c:4]2[cH:5][cH:6][cH:7][c:8]3[c:9]2[C:10]([CH2:37][C:38](=[O:39])[OH:40])([CH2:11]1)[CH2:12][N:13]3[CH2:14][c:15]1[n:16][c:17]2[cH:18][c:19]3[c:20]([cH:21][c:22]2[cH:23][cH:24]1)[CH2:25][C:26]1([CH2:27]3)[C:28](=[O:36])[NH:29][c:30]2[n:31][cH:32][cH:33][cH:34][c:35]21.[O:69]=[CH:70][N:71]([CH3:72])[CH3:73].[OH:50][n:51]1[c:52]2[c:53]([cH:54][cH:55][cH:56][cH:57]2)[n:58][n:59]1>>[O:1]=[C:2]([CH2:11][C:10]12[c:9]3[c:4]([cH:5][cH:6][cH:7][c:8]3[N:13]([CH2:14][c:15]3[n:16][c:17]4[cH:18][c:19]5[c:20]([cH:21][c:22]4[cH:23][cH:24]3)[CH2:25][C:26]3([CH2:27]5)[C:28](=[O:36])[NH:29][c:30]4[n:31][cH:32][cH:33][cH:34][c:35]43)[CH2:12]1)[NH:3][C:38](=[O:39])[CH2:37]2)[N:44]1[CH2:43][CH2:42][CH2:41][CH2:45]1. Starting materials: COCOc1cc(COc2nn(Cc3ccccc3)cc2CO)ccc1OCc1nc(-c2ccco2)oc1C, C1CCOC1. Yields the product COCOc1cc(COc2nn(Cc3ccccc3)cc2C=O)ccc1OCc1nc(-c2ccco2)oc1C. RXN SMILES: [CH2:1]([c:2]1[cH:3][cH:4][cH:5][cH:6][cH:7]1)[n:8]1[n:9][c:10]([O:15][CH2:16][c:17]2[cH:18][c:19]([O:36][CH2:37][O:38][CH3:39])[c:20]([O:23][CH2:24][c:25]3[n:26][c:27](-[c:31]4[o:32][cH:33][cH:34][cH:35]4)[o:28][c:29]3[CH3:30])[cH:21][cH:22]2)[c:11]([CH2:13][OH:14])[cH:12]1.[O:40]1[CH2:41][CH2:42][CH2:43][CH2:44]1>>[CH2:1]([c:2]1[cH:3][cH:4][cH:5][cH:6][cH:7]1)[n:8]1[n:9][c:10]([O:15][CH2:16][c:17]2[cH:18][c:19]([O:36][CH2:37][O:38][CH3:39])[c:20]([O:23][CH2:24][c:25]3[n:26][c:27](-[c:31]4[o:32][cH:33][cH:34][cH:35]4)[o:28][c:29]3[CH3:30])[cH:21][cH:22]2)[c:11]([CH:13]=[O:14])[cH:12]1.